Dataset: the Open Reaction Database (ORD), a public repository of structured organic reaction records. Task: describe an organic reaction: reactants, conditions, products, and yield The reactants are FC1=CC=C(C=C1)C(=C(C=O)C=1N=NN(N1)CC)C1=CC=C(C=C1)F (3,3-bis(4-fluorophenyl)-2-(2-ethyl-2H-tetrazol-5-yl)-2-propenal), C1(=CC=CC=C1)P(C1=CC=CC=C1)(C1=CC=CC=C1)=CC=O (triphenylphosphoranylidene acetaldehyde). Yields the product FC1=CC=C(C=C1)C(=C(C=CC=O)C=1N=NN(N1)CC)C1=CC=C(C=C1)F (5,5-Bis(4-fluorophenyl)-4-(2-ethyl-2H-tetrazol-5-yl)-2,4-pentadienal). The yield is 94.8%. Reaction SMILES: [F:1][C:2]1[CH:7]=[CH:6][C:5]([C:8]([C:19]2[CH:24]=[CH:23][C:22]([F:25])=[CH:21][CH:20]=2)=[C:9]([C:12]2[N:13]=[N:14][N:15]([CH2:17][CH3:18])[N:16]=2)[CH:10]=O)=[CH:4][CH:3]=1.C1(P(=[CH:45][CH:46]=[O:47])(C2C=CC=CC=2)C2C=CC=CC=2)C=CC=CC=1>>[F:1][C:2]1[CH:3]=[CH:4][C:5]([C:8]([C:19]2[CH:20]=[CH:21][C:22]([F:25])=[CH:23][CH:24]=2)=[C:9]([C:12]2[N:13]=[N:14][N:15]([CH2:17][CH3:18])[N:16]=2)[CH:10]=[CH:45][CH:46]=[O:47])=[CH:6][CH:7]=1. Reported procedure: The procedure of Example 50 was repeated using 3.25 g (9.5 mmoles) of 3,3-bis(4-fluorophenyl)-2-(2-ethyl-2H-tetrazol-5-yl)-2-propenal and 3.05 g (10.0 mmoles) of triphenylphosphoranylidene acetaldehyde and there was thereby produced 3.3 g (95%) of the title compound; m.p.=117°-120° C. RXN SMILES: [CH3:1][CH:2]1[S:7][C:6](=[O:8])[NH:5][N:4]=[C:3]1[C:9]1[CH:10]=[C:11]2[C:15](=[CH:16][CH:17]=1)[NH:14][C:13](=[O:18])[C:12]2([CH3:20])[CH3:19].[H-].[K+].[C:23]1([CH2:29][C:30](Cl)=[O:31])[CH:28]=[CH:27][CH:26]=[CH:25][CH:24]=1>>[CH3:1][CH:2]1[S:7][C:6](=[O:8])[NH:5][N:4]=[C:3]1[C:9]1[CH:10]=[C:11]2[C:15](=[CH:16][CH:17]=1)[N:14]([C:30]([CH2:29][C:23]1[CH:28]=[CH:27][CH:26]=[CH:25][CH:24]=1)=[O:31])[C:13](=[O:18])[C:12]2([CH3:19])[CH3:20] |f:1.2|. Procedure: Starting from 1,3-dihydro-5(3,6-dihydro-6-methyl-2-oxo-2H-1,3,4-thiadiazin-5-yl)-3,3-dimethyl-2H-indol-2-one (Example 3), this compound was synthesised according to the method described for Example 23 using only one equivalent of potassium hydride and phenylacetyl chloride instead of isonicotinoyl chloride. If an excess of potassium hydride is used in this reaction (2 equivalents) a by-product (described in Example 28) is obtained as the major fraction. Reactants: CC1C(=NNC(S1)=O)C=1C=C2C(C(NC2=CC1)=O)(C)C (1,3-dihydro-5(3,6-dihydro-6-methyl-2-oxo-2H-1,3,4-thiadiazin-5-yl)-3,3-dimethyl-2H-indol-2-one), [H-].[K+] (potassium hydride), C1(=CC=CC=C1)CC(=O)Cl (phenylacetyl chloride), [H-].[K+] (potassium hydride), by-product. Yields the product CC1C(=NNC(S1)=O)C=1C=C2C(C(N(C2=CC1)C(=O)CC1=CC=CC=C1)=O)(C)C (1,3-Dihydro-5(3,6-dihydro-6-methyl-2-oxo-2H-1,3,4-thiadiazin-5-yl)-3,3-dimethyl-1-(phenylmethylcarbonyl) -2H-indol-2-one). The reactants are Cl (hydrochloric acid), OC1=CC=CC=2OC(OC(C21)=O)(C)C (5-hydroxy-2,2-dimethyl-4H-1,3-benzodioxin-4-one), C([O-])([O-])=O.[K+].[K+] (potassium carbonate), FC(S(=O)(=O)OCC(F)(F)F)(F)F (2,2,2-trifluoroethyl trifluoromethanesulfonate). Run in CN(C=O)C (N,N-dimethylformamide), CO (methanol), O (water). Reaction conditions: temperature 50 celsius, time 30 minute. The product is OC1=C(C(=O)OC)C(=CC=C1)OCC(F)(F)F (Methyl 2-hydroxy-6-(2,2,2-trifluoroethoxy)benzoate). The yield is 78.9%. As a reaction SMILES: [OH:1][C:2]1[C:11]2[C:10](=[O:12])[O:9][C:8](C)(C)O[C:6]=2[CH:5]=[CH:4][CH:3]=1.C(=O)([O-])[O-].[K+].[K+].FC(F)(F)S([O:26][CH2:27][C:28]([F:31])([F:30])[F:29])(=O)=O.Cl>CN(C)C=O.O.CO>[OH:1][C:2]1[CH:3]=[CH:4][CH:5]=[C:6]([O:26][CH2:27][C:28]([F:31])([F:30])[F:29])[C:11]=1[C:10]([O:9][CH3:8])=[O:12] |f:1.2.3|. Reported procedure: A mixture of 5-hydroxy-2,2-dimethyl-4H-1,3-benzodioxin-4-one (123 g, 633 mmol, Synth. Commun. 1994, 24, 1025), potassium carbonate (262 g, 1.9 mol) and 2,2,2-trifluoroethyl trifluoromethanesulfonate (95.8 mL, 665 mmol) in N,N-dimethylformamide (600 mL) was stirred at 50° C. for 30 min. Then methanol (300 mL) was added to the mixture, and stirring was continued for 5 h at that temperature. After cooling to room temperature, the mixture was diluted with water (500 mL) and neutralized with 2N hydro... The reactants are O=C([O-])[O-], COc1ccc(C2=NN(C3CCN(C(=O)c4ccccc4O)CC3)C(=O)C2(C)C)cc1OC, CC#N, NC(=O)CCl, [K+], [K+]. Yields the product COc1ccc(C2=NN(C3CCN(C(=O)c4ccccc4OCC(N)=O)CC3)C(=O)C2(C)C)cc1OC. As a reaction SMILES: [C:34](=[O:35])([O-:36])[O-:37].[CH3:1][O:2][c:3]1[cH:4][c:5]([C:11]2=[N:15][N:14]([CH:16]3[CH2:17][CH2:18][N:19]([C:22](=[O:23])[c:24]4[c:25]([OH:30])[cH:26][cH:27][cH:28][cH:29]4)[CH2:20][CH2:21]3)[C:13](=[O:31])[C:12]2([CH3:32])[CH3:33])[cH:6][cH:7][c:8]1[O:9][CH3:10].[CH3:45][C:46]#[N:47].[Cl:40][CH2:41][C:42](=[O:43])[NH2:44].[K+:38].[K+:39]>>[CH3:1][O:2][c:3]1[cH:4][c:5]([C:11]2=[N:15][N:14]([CH:16]3[CH2:17][CH2:18][N:19]([C:22](=[O:23])[c:24]4[c:25]([O:30][CH2:41][C:42](=[O:43])[NH2:44])[cH:26][cH:27][cH:28][cH:29]4)[CH2:20][CH2:21]3)[C:13](=[O:31])[C:12]2([CH3:32])[CH3:33])[cH:6][cH:7][c:8]1[O:9][CH3:10]. Starting materials: C(C(=O)Cl)(=O)Cl (Oxalyl chloride), COC1=C(C(=O)O)C(=CC=C1)C(F)(F)F (2-methoxy-6-(trifluoromethyl)benzoic acid), CN(C=O)C (N,N-dimethylformamide). Solvent: ClCCl (dichloromethane). Yields the product COC1=C(C(=O)Cl)C(=CC=C1)C(F)(F)F (2-methoxy-6-(trifluoromethyl)benzoyl chloride). Reaction SMILES: [C:1](Cl)(=O)[C:2]([Cl:4])=[O:3].[CH3:7][O:8][C:9]1[CH:17]=[CH:16][CH:15]=[C:14]([C:18]([F:21])([F:20])[F:19])C=1C(O)=O.CN(C)C=O>ClCCl>[CH3:7][O:8][C:9]1[CH:17]=[CH:16][CH:15]=[C:14]([C:18]([F:19])([F:21])[F:20])[C:1]=1[C:2]([Cl:4])=[O:3]. Reported procedure: Oxalyl chloride (3 mL, 34.27 mmol) was added dropwise to a mixture of 2-methoxy-6-(trifluoromethyl)benzoic acid (1.5 g, 6.81 mmol) (prepared according to known method, see: EP0897904B1), N,N-dimethylformamide (0.3 mL), and dichloromethane (40 mL) with stirring at rt. The reaction mixture was stirred overnight. Evaporation of solvent and excess oxalyl chloride and drying under vacuum afforded 2-methoxy-6-(trifluoromethyl)benzoyl chloride as a solid, which was used without purification. Starting materials: CC1(OC2=C(C3=C1CCC3)C(=CC(=C2)C(CCCC2=CC=C(C=C2)F)C)O)C (4,4-dimethyl-9-hydroxy-7-(4-p-fluorophenyl-1-methylbutyl)-1,2,3,4-tetrahydrocyclopenta [c] [1]benzopyran), Cl (HCl), C1(CCCCC1)N=C=NC1CCCCC1 (dicyclohexylcarbodiimide), Cl.N1(CCCCC1)CCC(=O)O (β-piperidinopropionic acid hydrochloride). The solvent is CCOCC (ether), C(Cl)Cl (methylene chloride). Product: Cl.CC1(OC2=C(C3=C1CCC3)C(=CC(=C2)C(CCCC2=CC=C(C=C2)F)C)OC(CCN2CCCCC2)=O)C (4,4-Dimethyl-7-(4-p-Fluorophenyl-1-Methylbutyl)-9-[3-(Piperidino)-Propionyloxy]-1,2,3,4-Tetrahydrocyclopenta[c] [1]Benzopyran Hydrochloride). As a reaction SMILES: [CH3:1][C:2]1([CH3:28])[C:7]2[CH2:8][CH2:9][CH2:10][C:6]=2[C:5]2[C:11]([OH:27])=[CH:12][C:13]([CH:15]([CH3:26])[CH2:16][CH2:17][CH2:18][C:19]3[CH:24]=[CH:23][C:22]([F:25])=[CH:21][CH:20]=3)=[CH:14][C:4]=2[O:3]1.C1(N=C=NC2CCCCC2)CCCCC1.[ClH:44].[N:45]1([CH2:51][CH2:52][C:53](O)=[O:54])[CH2:50][CH2:49][CH2:48][CH2:47][CH2:46]1.Cl>CCOCC.C(Cl)Cl>[ClH:44].[CH3:28][C:2]1([CH3:1])[C:7]2[CH2:8][CH2:9][CH2:10][C:6]=2[C:5]2[C:11]([O:27][C:53](=[O:54])[CH2:52][CH2:51][N:45]3[CH2:50][CH2:49][CH2:48][CH2:47][CH2:46]3)=[CH:12][C:13]([CH:15]([CH3:26])[CH2:16][CH2:17][CH2:18][C:19]3[CH:24]=[CH:23][C:22]([F:25])=[CH:21][CH:20]=3)=[CH:14][C:4]=2[O:3]1 |f:2.3,7.8|. Procedure details: 3.12 g. (8.2 mmoles) of 4,4-dimethyl-9-hydroxy-7-(4-p-fluorophenyl-1-methylbutyl)-1,2,3,4-tetrahydrocyclopenta [c] [1]benzopyran, prepared according to the method of Example 6, 1.77 g. (8.6 mmoles) of dicyclohexylcarbodiimide and 1.65 g. (8.5 mmoles) of β-piperidinopropionic acid hydrochloride (m.p. 216° - 220°, J. Am. Chem. Soc. 73, 3168 (1951) are combined with 125 ml. of methylene chloride and stirred at room temperature for about 20 hours. The reaction mixture is filtered and the methylene c... Reactants: C(C)(C)OC1=CC=C(C(=O)O)C=C1 (4-isopropoxy-benzoic acid), [N+](=[N-])=C (diazomethane), O.NN (hydrazine monohydrate). Solvent: C1CCOC1 (THF). Run at time 15 minute. The product is C(C)(C)OC1=CC=C(C(=O)NN)C=C1 (4-Isopropoxy-benzoic acid hydrazide). Yield: 98.5%. As a reaction SMILES: [CH:1]([O:4][C:5]1[CH:13]=[CH:12][C:8]([C:9](O)=[O:10])=[CH:7][CH:6]=1)([CH3:3])[CH3:2].[N+:14](=C)=[N-:15].O.NN>C1COCC1>[CH:1]([O:4][C:5]1[CH:13]=[CH:12][C:8]([C:9]([NH:14][NH2:15])=[O:10])=[CH:7][CH:6]=1)([CH3:3])[CH3:2] |f:2.3|. Procedure: A solution of 4-isopropoxy-benzoic acid (2.5 g, 13.8 mmol) in THF (5 ml) was treated with fresh ethereal diazomethane (ca. 20 mg/ml) (0.79 ml, 18.9 mmol, 1.4 eq.) at r.t. and stirred for 15 min. The crude product was then evaporated to dryness, dissolved in ethanol (10 ml) and heated under reflux with hydrazine monohydrate (3.5 ml, 71 mmol, 5 eq.) for 48 hrs. The volatiles were then completely evaporated and the product was dried overnight under high vacuum at 40° C. to afford the title compound... Reactants: FC1=CC=C(C=C1)NC(NCC(=O)N)=S (2-[3-(4-fluorophenyl)-thioureido]-acetamide), C(C)I (ethyl iodide). Run in C(C)O (ethanol). Product: C(C)SC1=NCC(N1C1=CC=C(C=C1)F)=O (2-Ethylsulfanyl-3-(4-fluorophenyl)-3,5-dihydro-imidazol-4-one). Isolated yield 29.9%. Reaction SMILES: [F:1][C:2]1[CH:7]=[CH:6][C:5]([NH:8][C:9](=[S:15])[NH:10][CH2:11][C:12](N)=[O:13])=[CH:4][CH:3]=1.[CH2:16](I)[CH3:17]>C(O)C>[CH2:16]([S:15][C:9]1[N:8]([C:5]2[CH:4]=[CH:3][C:2]([F:1])=[CH:7][CH:6]=2)[C:12](=[O:13])[CH2:11][N:10]=1)[CH3:17]. Procedure: A mixture of 2-[3-(4-fluorophenyl)-thioureido]-acetamide (9.1 g) and ethyl iodide (12.5 g) was heated at reflux in ethanol (200 mL) for 4 hours. The solvent was evaporated. The residue was dissolved in ethyl acetate (500 mL) then washed with water. The organic phase was extracted with 2N HCl (2×400 mL). The acid extract was made basic with 5% sodium bicarbonate solution. The precipitate was collected by filtration and dried. Crystallization from diethyl ether afforded the title compound (2.85 g)...